Task: describe an organic reaction: reactants, conditions, products, and yield. Dataset: the Open Reaction Database (ORD), a public repository of structured organic reaction records The reactants are ClC1=C2C(=NC=C1)C=C(S2)C=2SC(=C(N2)C)C(=O)O (2-(7-chloro-thieno[3,2-b]pyridin-2-yl)-4-methyl-thiazole-5-carboxylic acid), S(=O)(Cl)Cl (thionyl chloride), ClCCCl (1,2-dichloroethane), CN(C=O)C (dimethyl formamide). Run in C(C)OCC (ethyl ether). Conditions: temperature 90 celsius. Product: ClC1=C2C(=NC=C1)C=C(S2)C=2SC(=C(N2)C)C(=O)Cl (2-(7-chloro-thieno[3,2-b]pyridin-2-yl)-4-methyl-thiazole-5-carbonyl chloride). Isolated yield 78.0%. As a reaction SMILES: [Cl:1][C:2]1[CH:7]=[CH:6][N:5]=[C:4]2[CH:8]=[C:9]([C:11]3[S:12][C:13]([C:17]([OH:19])=O)=[C:14]([CH3:16])[N:15]=3)[S:10][C:3]=12.[Cl:20]CCCl.CN(C)C=O.S(Cl)(Cl)=O>C(OCC)C>[Cl:1][C:2]1[CH:7]=[CH:6][N:5]=[C:4]2[CH:8]=[C:9]([C:11]3[S:12][C:13]([C:17]([Cl:20])=[O:19])=[C:14]([CH3:16])[N:15]=3)[S:10][C:3]=12. Reported procedure: To a solution of 4 g (12.9 mmol) of 2-(7-chloro-thieno[3,2-b]pyridin-2-yl)-4-methyl-thiazole-5-carboxylic acid 40 mL of 1,2-dichloroethane and 0.1 mL dimethyl formamide was carefully added 4.7 mL (64.4 mmol) of thionyl chloride. The reaction was heated to 90° C. for five hours. The reaction was cooled to room temperature and dry ethyl ether was added. The resulting brown precipitate was collected by vacuum filtration, washed with diethyl ether and dried to afford 2-(7-chloro-thieno[3,2-b]pyridin... Reactants: O=C([O-])O, ClC(Cl)Cl, O=C1OC(=O)c2cc([N+](=O)[O-])ccc21, CCN1CCC(N)CC1. The product is CCN1CCC(N2C(=O)c3ccc([N+](=O)[O-])cc3C2=O)CC1. Reaction SMILES: [C:24](=[O:25])([OH:26])[O-:27].[CH:28]([Cl:29])([Cl:30])[Cl:31].[N+:10](=[O:11])([O-:12])[c:13]1[cH:14][c:15]2[c:16]([cH:22][cH:23]1)[C:17](=[O:18])[O:19][C:20]2=[O:21].[NH2:1][CH:2]1[CH2:3][CH2:4][N:5]([CH2:8][CH3:9])[CH2:6][CH2:7]1>>[N:1]1([CH:2]2[CH2:3][CH2:4][N:5]([CH2:8][CH3:9])[CH2:6][CH2:7]2)[C:17](=[O:18])[c:16]2[c:15]([cH:14][c:13]([N+:10](=[O:11])[O-:12])[cH:23][cH:22]2)[C:20]1=[O:19]. The reactants are FC=1C=C(C=CC1)C1=NN(C=2C1=NC(=CC2)N)C(C2=CC=CC=C2)(C2=CC=CC=C2)C2=CC=CC=C2 (3-(3-Fluorophenyl)-1-trityl-1H-pyrazolo[4,3-b]pyridin-5-ylamine), FC(C(=O)O)(F)F (trifluoroacetic acid). Product: FC=1C=C(C=CC1)C1=NNC=2C1=NC(=CC2)N (3-(3-Fluorophenyl)-1H-pyrazolo[4,3-b]pyridin-5-ylamine). Reaction SMILES: [F:1][C:2]1[CH:3]=[C:4]([C:8]2[C:12]3=[N:13][C:14]([NH2:17])=[CH:15][CH:16]=[C:11]3[N:10](C(C3C=CC=CC=3)(C3C=CC=CC=3)C3C=CC=CC=3)[N:9]=2)[CH:5]=[CH:6][CH:7]=1.FC(F)(F)C(O)=O>>[F:1][C:2]1[CH:3]=[C:4]([C:8]2[C:12]3=[N:13][C:14]([NH2:17])=[CH:15][CH:16]=[C:11]3[NH:10][N:9]=2)[CH:5]=[CH:6][CH:7]=1. Procedure details: 3-(3-Fluorophenyl)-1-trityl-1H-pyrazolo[4,3-b]pyridin-5-ylamine was treated with trifluoroacetic acid in the similar method as described in Example 16 and so on, followed by purification by LC-MS, to give the title compound. Reactants: FC1=CC=C(C=C1)C(O)(C1CCNCC1)C1=CC=C(C=C1)F (α,α-bis(4-fluorophenyl)-4-piperidinemethanol), ClCCCC(=O)N(C1=CC=CC=C1)C1=CC=CC=C1 (4-chloro-N,N-diphenylbutanamide), C([O-])([O-])=O.[Na+].[Na+] (sodium carbonate), [I-].[K+] (potassium iodide), Cl (hydrochloric acid). Solvent: CN(C=O)C (N,N-dimethylformamide), O (water). Yields the product O.Cl.FC1=CC=C(C=C1)C(C1CCN(CC1)CCCC(=O)N(C1=CC=CC=C1)C1=CC=CC=C1)(O)C1=CC=C(C=C1)F.FC1=CC=C(C=C1)C(C1=CC=C(C=C1)F)(O)C1CCN(CC1)CCCC(=O)N(C1=CC=CC=C1)C1=CC=CC=C1.Cl (4-[Bis(4-fluorophenyl)hydroxymethyl]-N,N-diphenyl-1-piperidinebutanamide monohydrochloride hemihydrate). Isolated yield 29.0%. RXN SMILES: [F:1][C:2]1[CH:7]=[CH:6][C:5]([C:8]([C:16]2[CH:21]=[CH:20][C:19]([F:22])=[CH:18][CH:17]=2)([CH:10]2[CH2:15][CH2:14][NH:13][CH2:12][CH2:11]2)[OH:9])=[CH:4][CH:3]=1.[Cl:23][CH2:24][CH2:25][CH2:26][C:27]([N:29]([C:36]1[CH:41]=[CH:40][CH:39]=[CH:38][CH:37]=1)[C:30]1[CH:35]=[CH:34][CH:33]=[CH:32][CH:31]=1)=[O:28].C(=O)([O-])[O-].[Na+].[Na+].[I-].[K+].[ClH:50]>CN(C)C=O.O>[OH2:9].[ClH:23].[F:1][C:2]1[CH:7]=[CH:6][C:5]([C:8]([C:16]2[CH:17]=[CH:18][C:19]([F:22])=[CH:20][CH:21]=2)([OH:9])[CH:10]2[CH2:11][CH2:12][N:13]([CH2:24][CH2:25][CH2:26][C:27]([N:29]([C:36]3[CH:41]=[CH:40][CH:39]=[CH:38][CH:37]=3)[C:30]3[CH:31]=[CH:32][CH:33]=[CH:34][CH:35]=3)=[O:28])[CH2:14][CH2:15]2)=[CH:4][CH:3]=1.[F:1][C:2]1[CH:7]=[CH:6][C:5]([C:8]([CH:10]2[CH2:11][CH2:12][N:13]([CH2:24][CH2:25][CH2:26][C:27]([N:29]([C:36]3[CH:41]=[CH:40][CH:39]=[CH:38][CH:37]=3)[C:30]3[CH:31]=[CH:32][CH:33]=[CH:34][CH:35]=3)=[O:28])[CH2:14][CH2:15]2)([OH:9])[C:16]2[CH:17]=[CH:18][C:19]([F:22])=[CH:20][CH:21]=2)=[CH:4][CH:3]=1.[ClH:50] |f:2.3.4,5.6,10.11.12.13.14|. Reported procedure: A mixture of 6.1 g (0.020 mole) of α,α-bis(4-fluorophenyl)-4-piperidinemethanol, 6.8 g (0.025 mole) of 4-chloro-N,N-diphenylbutanamide, 8.5 g (0.080 mole) of anhydrous sodium carbonate and 0.3 g (0.002 mole) of potassium iodide in 100 mL of N,N-dimethylformamide was heated on a steam bath for 16 h. The mixture was poured into 2 L of water and extracted thrice with 250 mL portions of ethyl acetate. The ethyl acetate fractions were combined, washed with water and brine, dried (MgSO4) and concentra... Starting materials: [N+](=O)(O)[O-] (nitric acid), ClC1=CC=C(C2=CC=CC=C12)O (4-Chloro-1-naphthol), O (water). Run in C(C)(=O)O (acetic acid), C(C)(=O)O (acetic acid). Run at time 1 hour. The product is ClC1=CC(=C(C2=CC=CC=C12)O)[N+](=O)[O-] (4-chloro-2-nitro-1-naphthol). Reaction SMILES: [Cl:1][C:2]1[C:11]2[C:6](=[CH:7][CH:8]=[CH:9][CH:10]=2)[C:5]([OH:12])=[CH:4][CH:3]=1.[N+:13]([O-])([OH:15])=[O:14].O>C(O)(=O)C>[Cl:1][C:2]1[C:11]2[C:6](=[CH:7][CH:8]=[CH:9][CH:10]=2)[C:5]([OH:12])=[C:4]([N+:13]([O-:15])=[O:14])[CH:3]=1. Reported procedure: 4-Chloro-1-naphthol, 9 g, in 100 ml acetic acid was cooled to 15° C. and 3.25 ml concentrated nitric acid in 20 ml acetic acid was added dropwise over 15 minutes. After 1 hour, the reaction mixture was poured into 600 ml chilled water. The precipitate was filtered off, washed with water and dried to give a crude product. The product was partially purified by extracting with boiling hexane to obtain 3.5 g. Further purification was accomplished by dissolving in 10 ml chloroform, absorbing on 15 g ...